From a dataset of the Open Reaction Database (ORD), a public repository of structured organic reaction records. describe an organic reaction: reactants, conditions, products, and yield Starting materials: dichloride, C(CC)[C@@H]1CC[C@H](CC1)CCC1=CC=C(C=C1)C#C (4-[2-(Trans-4-propylcyclohexyl)ethyl]phenylacetylene), C(#CC)C1=CC=C(C=C1)I (4-(1-propynyl)iodobenzene). Reagents/catalysts: [Cu](I)I (copper iodide). Solvent: C(C)NCC (diethylamine). The product is C(CC)[C@@H]1CC[C@H](CC1)CCC1=CC=C(C=C1)C#CC1=CC=C(C=C1)C#CC (4-[2-(trans-4-propylcyclohexyl)ethyl]-4'-(1-propynyl)tolan). As a reaction SMILES: [CH2:1]([C@H:4]1[CH2:9][CH2:8][C@H:7]([CH2:10][CH2:11][C:12]2[CH:17]=[CH:16][C:15]([C:18]#[CH:19])=[CH:14][CH:13]=2)[CH2:6][CH2:5]1)[CH2:2][CH3:3].[C:20]([C:23]1[CH:28]=[CH:27][C:26](I)=[CH:25][CH:24]=1)#[C:21][CH3:22]>C(NCC)C.[Cu](I)I>[CH2:20]([C@H:23]1[CH2:28][CH2:27][C@H:26]([CH2:19][CH2:18][C:15]2[CH:16]=[CH:17][C:12]([C:11]#[C:10][C:7]3[CH:6]=[CH:5][C:4]([C:1]#[C:2][CH3:3])=[CH:9][CH:8]=3)=[CH:13][CH:14]=2)[CH2:25][CH2:24]1)[CH2:21][CH3:22]. Procedure details: 4-[2-(Trans-4-propylcyclohexyl)ethyl]phenylacetylene (2.54 g, 0.01 mol) and 4-(1-propynyl)iodobenzene (2.4 g, 0.01 mol) were dissolved in diethylamine (20 ml), and then copper iodide (0.11 g, 0.15 mmol) and dichlorobistriphenylphosphinepalladium dichloride (0.21 g, 0.3 mmol) were added. The resulting mixture was subjected to reaction and purification operations in the same manner as in Example 1, to obtain the objective 4-[2-(trans-4-propylcyclohexyl)ethyl]-4'-(1-propynyl)tolan (compound Starting materials: CC(C)(C)c1cccc(C(C)(C)C)c1O, Cc1ccc(C(=S)Cl)cc1, CCCCCC, [Cl-], [Cl-], [Cl-], [Cl-], C=C(Cl)Cl, Cl, [Ti+4]. Product: Cc1ccc(C(=S)c2cc(C(C)(C)C)c(O)c(C(C)(C)C)c2)cc1. As a reaction SMILES: [C:15]([CH3:16])([CH3:17])([CH3:18])[c:19]1[c:20]([OH:29])[c:21]([C:25]([CH3:26])([CH3:27])[CH3:28])[cH:22][cH:23][cH:24]1.[CH3:1][c:2]1[cH:3][cH:4][c:5]([C:6](=[S:7])[Cl:8])[cH:9][cH:10]1.[CH3:36][CH2:37][CH2:38][CH2:39][CH2:40][CH3:41].[Cl-:31].[Cl-:32].[Cl-:33].[Cl-:34].[Cl:11][C:12]([Cl:13])=[CH2:14].[ClH:30].[Ti+4:35]>>[CH3:1][c:2]1[cH:3][cH:4][c:5]([C:6](=[S:7])[c:23]2[cH:22][c:21]([C:25]([CH3:26])([CH3:27])[CH3:28])[c:20]([OH:29])[c:19]([C:15]([CH3:16])([CH3:17])[CH3:18])[cH:24]2)[cH:9][cH:10]1. Reactants: O=C(O)Cc1cc(O)cc(Br)c1, CCS(=O)(=O)c1ccc(F)c(Cl)c1. Reaction SMILES: [Br:1][c:2]1[cH:3][c:4]([CH2:9][C:10](=[O:11])[OH:12])[cH:5][c:6]([OH:8])[cH:7]1.[CH2:13]([CH3:14])[S:15](=[O:16])(=[O:17])[c:18]1[cH:19][c:20]([Cl:25])[c:21]([F:24])[cH:22][cH:23]1>>[Br:1][c:2]1[cH:3][c:4]([CH2:9][C:10](=[O:11])[OH:12])[cH:5][c:6]([O:8][c:21]2[c:20]([Cl:25])[cH:19][c:18]([S:15]([CH2:13][CH3:14])(=[O:16])=[O:17])[cH:23][cH:22]2)[cH:7]1. The product is CCS(=O)(=O)c1ccc(Oc2cc(Br)cc(CC(=O)O)c2)c(Cl)c1. The reactants are CN1C(CC(CC1(C)C)=O)(C)C (1,2,2,6,6-pentamethyl-piperidin-4-one), Cl.NO (hydroxylamine hydrochloride). Yields the product CN1C(CC(CC1(C)C)=NO)(C)C (1,2,2,6,6-Pentamethyl-piperidin-4-one oxime). RXN SMILES: [CH3:1][N:2]1[C:7]([CH3:9])([CH3:8])[CH2:6][C:5](=O)[CH2:4][C:3]1([CH3:12])[CH3:11].Cl.[NH2:14][OH:15]>>[CH3:1][N:2]1[C:7]([CH3:9])([CH3:8])[CH2:6][C:5](=[N:14][OH:15])[CH2:4][C:3]1([CH3:12])[CH3:11] |f:1.2|. Procedure details: 1,2,2,6,6-Pentamethyl-piperidin-4-one oxime was prepared from 1,2,2,6,6-pentamethyl-piperidin-4-one and hydroxylamine hydrochloride using conditions of General Method 1. 1H NMR (250 MHz, CHLOROFORM-d) δ 2.52 (2H, s), 2.28 (3H, s), 2.21 (2H, s), 1.12 (6H, s), 1.11 (6H, s). The reactants are CC(=O)O, CC(C)O, [Fe], COc1ccc([N+](=O)[O-])c(C#N)c1OC. The product is COc1ccc(N)c(C#N)c1OC. Reaction SMILES: [CH3:16][C:17](=[O:18])[OH:19].[CH3:21][CH:22]([OH:23])[CH3:24].[Fe:20].[N+:1]([O-:2])(=[O:3])[c:4]1[c:5]([C:6]#[N:7])[c:8]([O:14][CH3:15])[c:9]([O:12][CH3:13])[cH:10][cH:11]1>>[NH2:1][c:4]1[c:5]([C:6]#[N:7])[c:8]([O:14][CH3:15])[c:9]([O:12][CH3:13])[cH:10][cH:11]1. Reactants: C(CC)N(CCCCC(CC1=CC=C(C=C1)CN=CC=1NC=CN1)N)CCC ({(4-dipropylaminobutyl)-[4-(1H-imidazol-2-ylmethylidene)aminomethylbenzyl]methyl}amine), [BH4-].[Na+] (sodium borohydride). Run in CO (methanol). Product: C(CC)N(CCCCC(CC1=CC=C(C=C1)CNCC=1NC=CN1)N)CCC ({(4-dipropylaminobutyl)-[4-(1H-imidazol-2-ylmethyl)aminomethylbenzyl]methyl}amine). RXN SMILES: [CH2:1]([N:4]([CH2:26][CH2:27][CH3:28])[CH2:5][CH2:6][CH2:7][CH2:8][CH:9]([NH2:25])[CH2:10][C:11]1[CH:16]=[CH:15][C:14]([CH2:17][N:18]=[CH:19][C:20]2[NH:21][CH:22]=[CH:23][N:24]=2)=[CH:13][CH:12]=1)[CH2:2][CH3:3].[BH4-].[Na+]>CO>[CH2:26]([N:4]([CH2:1][CH2:2][CH3:3])[CH2:5][CH2:6][CH2:7][CH2:8][CH:9]([NH2:25])[CH2:10][C:11]1[CH:12]=[CH:13][C:14]([CH2:17][NH:18][CH2:19][C:20]2[NH:21][CH:22]=[CH:23][N:24]=2)=[CH:15][CH:16]=1)[CH2:27][CH3:28] |f:1.2|. Procedure details: 560 mg (1.46 mmol, 1.0 equivalent) of {(4-dipropylaminobutyl)-[4-(1H-imidazol-2-ylmethylidene)aminomethylbenzyl]methyl}amine (43) and 12 ml of methanol were charged in a 50 ml recovery flask under a nitrogen stream. The mixture was then stirred. 113 mg (2.92 mol, 2.0 equivalents) of sodium borohydride was added to the mixture at 0° C. The mixture was then stirred at 0° C. for one hour and at 20° C. for one hour.